Task: describe an organic reaction: reactants, conditions, products, and yield. Dataset: the Open Reaction Database (ORD), a public repository of structured organic reaction records The reactants are Cc1ccc(S(=O)(=O)O)cc1, Cc1ccccc1, O=C(O)CCC(=NO)c1ccc(-c2ccc(Cl)cc2)cc1, ClCCl, O. Reaction SMILES: [CH3:23][c:24]1[cH:25][cH:26][c:27]([S:28]([OH:29])(=[O:30])=[O:31])[cH:32][cH:33]1.[CH3:34][c:35]1[cH:36][cH:37][cH:38][cH:39][cH:40]1.[Cl:1][c:2]1[cH:3][cH:4][c:5](-[c:8]2[cH:9][cH:10][c:11]([C:14]([CH2:15][CH2:16][C:17](=[O:18])[OH:19])=[N:20][OH:21])[cH:12][cH:13]2)[cH:6][cH:7]1.[Cl:41][CH2:42][Cl:43].[OH2:22]>>[Cl:1][c:2]1[cH:3][cH:4][c:5](-[c:8]2[cH:9][cH:10][c:11]([C:14]3=[N:20][O:21][C:17](=[O:19])[CH2:16][CH2:15]3)[cH:12][cH:13]2)[cH:6][cH:7]1. The product is O=C1CCC(c2ccc(-c3ccc(Cl)cc3)cc2)=NO1.